Dataset: the Open Reaction Database (ORD), a public repository of structured organic reaction records. Task: describe an organic reaction: reactants, conditions, products, and yield The reactants are CN1CCCC1=O, CCCc1nn(C)c2c(Cl)nc(-c3ccc(C(=O)OC)cc3)nc12, COc1ccc(CN)cc1Cl. Yields the product CCCc1nn(C)c2c(NCc3ccc(OC)c(Cl)c3)nc(-c3ccc(C(=O)OC)cc3)nc12. As a reaction SMILES: [CH3:36][N:37]1[CH2:38][CH2:39][CH2:40][C:41]1=[O:42].[Cl:1][c:2]1[c:3]2[c:4]([n:5][c:6](-[c:8]3[cH:9][cH:10][c:11]([C:14](=[O:15])[O:16][CH3:17])[cH:12][cH:13]3)[n:7]1)[c:18]([CH2:22][CH2:23][CH3:24])[n:19][n:20]2[CH3:21].[Cl:25][c:26]1[cH:27][c:28]([CH2:29][NH2:30])[cH:31][cH:32][c:33]1[O:34][CH3:35]>>[c:2]1([NH:30][CH2:29][c:28]2[cH:27][c:26]([Cl:25])[c:33]([O:34][CH3:35])[cH:32][cH:31]2)[c:3]2[c:4]([n:5][c:6](-[c:8]3[cH:9][cH:10][c:11]([C:14](=[O:15])[O:16][CH3:17])[cH:12][cH:13]3)[n:7]1)[c:18]([CH2:22][CH2:23][CH3:24])[n:19][n:20]2[CH3:21]. Reactants: CC=1C=C(C(=C2C=CN(C12)S(=O)(=O)C1=CC=C(C)C=C1)COC1OCCCC1)C=C ((±)-7-methyl-4-(((tetrahydro-2H-pyran-2-yl)oxy)methyl)-1-tosyl-5-vinyl-1H-indole), O (H2O), C(C)(C)(C)O (tert-BuOH), CC[C@@H]1CN2CC[C@@H]1C[C@@H]2[C@@H](C3=C4C=C(C=CC4=NC=C3)OC)OC5=NN=C(C6=CC=CC=C65)O[C@@H]([C@H]7C[C@@H]8CCN7C[C@@H]8CC)C9=C1C=C(C=CC1=NC=C9)OC (AD-mix-alpha). Conditions: time 24 hour. Yields the product CC=1C=C(C(=C2C=CN(C12)S(=O)(=O)C1=CC=C(C)C=C1)COC1OCCCC1)C(CO)O ((±)-1-(7-Methyl-4-(((tetrahydro-2H-pyran-2-yl)oxy)methyl)-1-tosyl-1H-indol-5-yl)ethane-1,2-diol). As a reaction SMILES: [CH3:1][C:2]1[CH:3]=C(C=C)[C:5]([CH2:21][O:22][CH:23]2[CH2:28][CH2:27][CH2:26][CH2:25][O:24]2)=[C:6]2[C:10]=1[N:9]([S:11]([C:14]1[CH:20]=[CH:19][C:17]([CH3:18])=[CH:16][CH:15]=1)(=[O:13])=[O:12])[CH:8]=[CH:7]2.O.CC[C@H]1[C@H]2C[C@H]([C@H](OC3C4C(=CC=CC=4)C(O[C@H](C4C=CN=C5C=4C=C(OC)C=C5)[C@@H]4N5C[C@H](CC)[C@@H](CC5)C4)=NN=3)C3C=CN=C4C=3C=C([O:53]C)C=C4)N(CC2)C1.[C:90]([OH:94])(C)([CH3:92])[CH3:91]>>[CH3:1][C:2]1[CH:3]=[C:91]([CH:90]([OH:94])[CH2:92][OH:53])[C:5]([CH2:21][O:22][CH:23]2[CH2:28][CH2:27][CH2:26][CH2:25][O:24]2)=[C:6]2[C:10]=1[N:9]([S:11]([C:14]1[CH:20]=[CH:19][C:17]([CH3:18])=[CH:16][CH:15]=1)(=[O:13])=[O:12])[CH:8]=[CH:7]2. Procedure: To a suspension of (±)-7-methyl-4-(((tetrahydro-2H-pyran-2-yl)oxy)methyl)-1-tosyl-5-vinyl-1H-indole (1.8 g, 4.2 mmol) in tert-BuOH (70 mL)/H2O (70 mL) was added AD-mix-alpha (5 g, 4.2 mmol), and then the mixture was stirred at room temperature for 24 h. The reaction was quenched by aq. Na2S2O3, and the whole mixture was stirred for 0.25 h. The mixture was diluted with CH2Cl2 and partitioned. The organic phase was washed with H2O and brine, dried over Na2SO4, filtered and concentrated. The result... Reaction SMILES: [Cl:1][C:2]1[CH:31]=[CH:30][C:5]([CH2:6][C:7]2[N:8]=[C:9]([CH2:26][CH:27]([CH3:29])[CH3:28])[C:10]3[N:15]=[C:14]([C:16]4[CH:21]=[C:20]([CH3:22])[C:19]([O:23]C)=[C:18]([CH3:25])[CH:17]=4)[O:13][C:11]=3[N:12]=2)=[CH:4][CH:3]=1.B(Br)(Br)Br>>[Cl:1][C:2]1[CH:31]=[CH:30][C:5]([CH2:6][C:7]2[N:8]=[C:9]([CH2:26][CH:27]([CH3:29])[CH3:28])[C:10]3[N:15]=[C:14]([C:16]4[CH:21]=[C:20]([CH3:22])[C:19]([OH:23])=[C:18]([CH3:25])[CH:17]=4)[O:13][C:11]=3[N:12]=2)=[CH:4][CH:3]=1. The yield is 83.9%. Reported procedure: Analogously to example 1 (e), the reaction of 850 mg of 5-(4-chlorobenzyl)-7-isobutyl-2-(4-methoxy-3,5-dimethylphenyl)oxazolo[5,4-d]pyrimidine with boron tribromide gave 690 mg (84%) of the title compound. The product is ClC1=CC=C(CC=2N=C(C3=C(N2)OC(=N3)C3=CC(=C(C(=C3)C)O)C)CC(C)C)C=C1 (4-[5-(4-Chlorobenzyl)-7-isobutyloxazolo[5,4-d]pyrimidin-2-yl]-2,6-dimethylphenol). Reactants: ClC1=CC=C(CC=2N=C(C3=C(N2)OC(=N3)C3=CC(=C(C(=C3)C)OC)C)CC(C)C)C=C1 (5-(4-chlorobenzyl)-7-isobutyl-2-(4-methoxy-3,5-dimethylphenyl)oxazolo[5,4-d]pyrimidine), B(Br)(Br)Br (boron tribromide). Reactants: FC1=CC=C(C=C1)C1=NOC(=C1C=1N=CNC1)C(F)(F)F (3-(4-fluoro-phenyl)-4-(1H-imidazol-4-yl)-5-trifluoromethyl-isoxazole), FC1=CC=C(C#N)C=C1 (4-fluorobenzonitrile). The product is FC1=CC=C(C=C1)C1=NOC(=C1C=1N=CN(C1)C1=CC=C(C#N)C=C1)C(F)(F)F (4-{4-[3-(4-Fluoro-phenyl)-5-trifluoromethyl-isoxazol-4-yl]-imidazol-1-yl}-benzonitrile). Isolated yield 67.0%. As a reaction SMILES: [F:1][C:2]1[CH:7]=[CH:6][C:5]([C:8]2[C:12]([C:13]3[N:14]=[CH:15][NH:16][CH:17]=3)=[C:11]([C:18]([F:21])([F:20])[F:19])[O:10][N:9]=2)=[CH:4][CH:3]=1.F[C:23]1[CH:30]=[CH:29][C:26]([C:27]#[N:28])=[CH:25][CH:24]=1>>[F:1][C:2]1[CH:7]=[CH:6][C:5]([C:8]2[C:12]([C:13]3[N:14]=[CH:15][N:16]([C:23]4[CH:30]=[CH:29][C:26]([C:27]#[N:28])=[CH:25][CH:24]=4)[CH:17]=3)=[C:11]([C:18]([F:21])([F:19])[F:20])[O:10][N:9]=2)=[CH:4][CH:3]=1. Procedure details: As described for Example 24, 3-(4-fluoro-phenyl)-4-(1H-imidazol-4-yl)-5-trifluoromethyl-isoxazole (100 mg, 0.34 mmol), using 4-fluorobenzonitrile instead of 4-fluoroacetophenone, was converted to the title compound (90 mg, 67%) which was obtained as a white solid. MS: m/e=399.1 [M+H]+.